Dataset: the Open Reaction Database (ORD), a public repository of structured organic reaction records. Task: describe an organic reaction: reactants, conditions, products, and yield The reactants are ClCCCC1CCC2=C(C(=NO2)C2=C(C=CC=C2)F)C1=O (5-(3-chloropropyl)-3-(2-fluorophenyl)-6,7-dihydro-1,2-benzisoxazol-4(5H)-one), C([O-])([O-])=O.[K+].[K+] (potassium carbonate), C(C)(C)N(CC)C(C)C (diisopropylethyl amine), N1=C(N=CC=C1)N1CCNCC1 (1-(2-pyrimidyl)piperazine), [I-].[K+] (potassium iodide). The solvent is CN(C)C=O (DMF). Reaction conditions: temperature 80 celsius. Yields the product FC1=C(C=CC=C1)C1=NOC2=C1C(C(CC2)CCCN2CCN(CC2)C2=NC=CC=N2)=O (6,7-dihydro-3-(2-fluorophenyl)-5-[3-(4-(2-pyrimidyl)-1-piperazinyl)-propyl]-1,2-benzisoxazol-4(5H)-one). Isolated yield 38.7%. Reaction SMILES: Cl[CH2:2][CH2:3][CH2:4][CH:5]1[C:20](=[O:21])[C:9]2[C:10]([C:13]3[CH:18]=[CH:17][CH:16]=[CH:15][C:14]=3[F:19])=[N:11][O:12][C:8]=2[CH2:7][CH2:6]1.C(=O)([O-])[O-].[K+].[K+].C(N(C(C)C)CC)(C)C.[N:37]1[CH:42]=[CH:41][CH:40]=[N:39][C:38]=1[N:43]1[CH2:48][CH2:47][NH:46][CH2:45][CH2:44]1.[I-].[K+]>CN(C=O)C>[F:19][C:14]1[CH:15]=[CH:16][CH:17]=[CH:18][C:13]=1[C:10]1[C:9]2[C:20](=[O:21])[CH:5]([CH2:4][CH2:3][CH2:2][N:46]3[CH2:47][CH2:48][N:43]([C:38]4[N:37]=[CH:42][CH:41]=[CH:40][N:39]=4)[CH2:44][CH2:45]3)[CH2:6][CH2:7][C:8]=2[O:12][N:11]=1 |f:1.2.3,6.7|. Procedure: To a solution consisting of 5-(3-chloropropyl)-3-(2-fluorophenyl)-6,7-dihydro-1,2-benzisoxazol-4(5H)-one (7.3 g) and DMF (100 ml) was added anhydrous potassium carbonate (1.6 g), diisopropylethyl amine (6.2 ml), 1-(2-pyrimidyl)piperazine (5.8 g) and potassium iodide (0.4 g) at room temperature with stirring. The flask was flushed with nitrogen and warmed to 80° C. for 16 hours. Upon cooling to room temperature, water and ethyl acetate were added to the reaction mixture. The layers were separated... Starting materials: carbonyl, C(C)(C)O (isopropanol), C(C)(C)(C)N=NC1(CCCCC1)N=C=O (1-t-butylazo-1-isocyanatocyclohexane), [H-].[Na+] (sodium hydride), C(C)(C)(C)N=NC1(CCCCC1)N=C=O (1-t-butylazo-1isocyanatocyclohexane), [N-]=C=O (isocyanate). The solvent is O (water). Run at time 30 minute. The product is C(C)(C)(C)N=NC1(CCCCC1)NC(=O)OC(C)C (1-t-Butylazo-1-(isopropoxycarbonylamino)cyclohexane). RXN SMILES: [CH:1]([OH:4])([CH3:3])[CH3:2].[H-].[Na+].[C:7]([N:11]=[N:12][C:13]1([N:19]=[C:20]=[O:21])[CH2:18][CH2:17][CH2:16][CH2:15][CH2:14]1)([CH3:10])([CH3:9])[CH3:8].[N-]=C=O>O>[C:7]([N:11]=[N:12][C:13]1([NH:19][C:20]([O:4][CH:1]([CH3:3])[CH3:2])=[O:21])[CH2:18][CH2:17][CH2:16][CH2:15][CH2:14]1)([CH3:10])([CH3:8])[CH3:9] |f:1.2|. Procedure: To 50 ml of isopropanol in a 125 ml erlenmeyer flask stirred with a magnetic stirrer, was slowly added 2.1 grams (0.05 moles) of 57% sodium hydride. After the temperature came back to 25° C., 10.5 grams (0.05 moles) of 1-t-butylazo-1isocyanatocyclohexane was added dropwise over 5 minutes. After the addition was complete, the reaction was stirred an additional 30 minutes at room temperature. Gas chromatography indicated that the 1-t-butylazo-1-isocyanatocyclohexane had reacted almost immediately.... Reactants: CC(=O)N(O)CC(Cc1ccc(Oc2ccc(Cl)cc2)cc1)NC(=O)OC(C)(C)C, Cl. Yields the product Cl, CC(=O)N(O)CC(N)Cc1ccc(Oc2ccc(Cl)cc2)cc1. Reaction SMILES: [C:1]([O:2][C:3](=[O:4])[NH:7][CH:8]([CH2:9][c:10]1[cH:11][cH:12][c:13]([O:16][c:17]2[cH:18][cH:19][c:20]([Cl:23])[cH:21][cH:22]2)[cH:14][cH:15]1)[CH2:24][N:25]([OH:26])[C:27]([CH3:28])=[O:29])([CH3:5])([CH3:6])[CH3:30].[ClH:31]>>[ClH:31].[NH2:7][CH:8]([CH2:9][c:10]1[cH:11][cH:12][c:13]([O:16][c:17]2[cH:18][cH:19][c:20]([Cl:23])[cH:21][cH:22]2)[cH:14][cH:15]1)[CH2:24][N:25]([OH:26])[C:27]([CH3:28])=[O:29]. Reactants: Cl.C(=O)(OCC)N1CCN(CC1)C1CC2=C(SC3=C1C=CC=C3)C=CC(=C2)Br (1-carbethoxy-4-(2-bromo- 10,11-dihydro-dibenzo-[b,f]thiepin-10-yl)-piperazine hydrochloride), C(CO)O (ethylene glycol), [OH-].[K+] (potassium hydroxide). Solvent: O (water), O (water). The product is BrC1=CC2=C(SC3=C(C(C2)N2CCNCC2)C=CC=C3)C=C1 (1-(2-bromo- 10,11-dihydro-dibenzo[b,f]-thiepin-10-yl)-piperazine). RXN SMILES: Cl.C([N:7]1[CH2:12][CH2:11][N:10]([CH:13]2[C:19]3[CH:20]=[CH:21][CH:22]=[CH:23][C:18]=3[S:17][C:16]3[CH:24]=[CH:25][C:26]([Br:28])=[CH:27][C:15]=3[CH2:14]2)[CH2:9][CH2:8]1)(OCC)=O.C(O)CO.[OH-].[K+]>O>[Br:28][C:26]1[CH:25]=[CH:24][C:16]2[S:17][C:18]3[CH:23]=[CH:22][CH:21]=[CH:20][C:19]=3[CH:13]([N:10]3[CH2:9][CH2:8][NH:7][CH2:12][CH2:11]3)[CH2:14][C:15]=2[CH:27]=1 |f:0.1,3.4|. Procedure details: 47.2 g of 1-carbethoxy-4-(2-bromo- 10,11-dihydro-dibenzo-[b,f]thiepin-10-yl)-piperazine hydrochloride, 585 ml of ethylene glycol, 32.8 g of potassium hydroxide and 1.95 ml of water are heated to 160° C for 90 minutes. Then the mixture is poured on to water and extracted with chloroform. The organic solution is extracted with 2-N hydrochloric acid. The hydrochloric acid solution is made alkaline, extracted with chloroform, washed with water, dried over magnesium sulphate and concentrated under re... Starting materials: ice water, [H-].[Na+] (Sodium hydride), ClCSC ((chloromethyl)methylsulfide), CC=1C=C(C=C(C1O)CCC)NC(OC(C)C)=O (isopropyl N-(3-methyl-4-hydroxy-5-n-propylphenyl)carbamate). The solvent is CN(C=O)C (dimethylformamide). Reaction conditions: temperature 20 celsius, time 30 minute. The product is CC=1C=C(C=C(C1OCSC)CCC)NC(OC(C)C)=O (isopropyl N-(3-methyl-4-methylthiomethyloxy-5-n-propylphenyl)carbamate). Yield: 61.0%. RXN SMILES: [H-].[Na+].[CH3:3][C:4]1[CH:5]=[C:6]([NH:14][C:15](=[O:20])[O:16][CH:17]([CH3:19])[CH3:18])[CH:7]=[C:8]([CH2:11][CH2:12][CH3:13])[C:9]=1[OH:10].Cl[CH2:22][S:23][CH3:24]>CN(C)C=O>[CH3:3][C:4]1[CH:5]=[C:6]([NH:14][C:15](=[O:20])[O:16][CH:17]([CH3:19])[CH3:18])[CH:7]=[C:8]([CH2:11][CH2:12][CH3:13])[C:9]=1[O:10][CH2:22][S:23][CH3:24] |f:0.1|. Procedure details: A mixture of 3-methyl-4-hydroxy-5-n-propylaniline (1.65 g) and ethyl acetate (20 ml) was added to an ethyl acetate solution containing 10 g of phosgene at 0° to 5° C. The resulting mixture was gradually heated and, after the solution became clear, cooled to room temperature. The solvent was removed by distillation under reduced pressure to give 3-methyl-4-hydroxy-5-n-propylphenyl isocyanate. the thus obtained crude substance was added to a toluene solution (50 ml) containing triethylamine (1.0 g... Conditions: time 6 hour. The product is C(C)OC(CC1=NC=C(N=C1)NO)=O (ethyl[5-(hydroxyamino)pyrazin-2-yl]acetate). The reagents and catalysts are [Pd] (Pd/C). The solvent is CCOC(=O)C (EtOAc). Reactants: [N+](=O)([O-])C=1N=CC(=NC1)CC(=O)OCC (ethyl (5-nitropyrazine-2-yl)acetate). As a reaction SMILES: [N+:1]([C:4]1[N:5]=[CH:6][C:7]([CH2:10][C:11]([O:13][CH2:14][CH3:15])=[O:12])=[N:8][CH:9]=1)([O-])=[O:2]>CCOC(C)=O.[Pd]>[CH2:14]([O:13][C:11](=[O:12])[CH2:10][C:7]1[CH:6]=[N:5][C:4]([NH:1][OH:2])=[CH:9][N:8]=1)[CH3:15]. Procedure: A mixture of ethyl (5-nitropyrazine-2-yl)acetate (6.7 g, 31.7 mmol) and Pd/C (1 g, 10%) in 300 mL of EtOAc was stirred at room temperature under hydrogen balloon for 6 hours before filtration. The filtrate was concentrated to afford ethyl[5-(hydroxyamino)pyrazin-2-yl]acetate (incomplete reduction). The reactants are CC(C)(C)c1nc(CCl)co1, CS(C)=O, [Na+], N#C[Na], [OH-]. Product: CC(C)(C)c1nc(CC#N)co1. As a reaction SMILES: [C:4]([CH3:5])([CH3:6])([CH3:7])[c:8]1[o:9][cH:10][c:11]([CH2:13][Cl:14])[n:12]1.[CH3:17][S:18]([CH3:19])=[O:20].[Na+:16].[Na:1][C:2]#[N:3].[OH-:15]>>[C:2](#[N:3])[CH2:13][c:11]1[cH:10][o:9][c:8]([C:4]([CH3:5])([CH3:6])[CH3:7])[n:12]1.